This data is from the Open Reaction Database (ORD), a public repository of structured organic reaction records. The task is: describe an organic reaction: reactants, conditions, products, and yield Reactants: C([O-])([O-])=O (carbonate), formula 2, NC=1C=CC2=C(C=CC(O2)(C)C)C1 (6-amino-2,2-dimethyl-2H-1-benzopyran), C(C)(C)N(C(C)C)CC (N,N-diisopropylethylamine). Run in CC(=O)N(C)C (dimethylacetamide). Conditions: time 10 minute. The product is C(N)(O)=O.NC=1C=CC2=C(C=CC(O2)(C)C)C1 (6-amino-2,2-dimethyl-2H-1-benzopyran carbamate). As a reaction SMILES: [C:1](=[O:4])([O-])[O-:2].[NH2:5][C:6]1[CH:7]=[CH:8][C:9]2[O:14][C:13]([CH3:16])([CH3:15])[CH:12]=[CH:11][C:10]=2[CH:17]=1.C(N(CC)C(C)C)(C)C>CC(N(C)C)=O>[C:1](=[O:4])([OH:2])[NH2:5].[NH2:5][C:6]1[CH:7]=[CH:8][C:9]2[O:14][C:13]([CH3:15])([CH3:16])[CH:12]=[CH:11][C:10]=2[CH:17]=1 |f:4.5|. Procedure: After a carbonate resin (0.80 mmol/g, 10 g, 8.0 mmol) of formula 2 was mixed with dimethylacetamide (DMA, 50 mL) by shaking at room temperature for 10 min, 6-amino-2,2-dimethyl-2H-1-benzopyran (2.80 g, 16.0 mmol) and N,N-diisopropylethylamine (DIPEA; 5.17 mg, 40.0 mmol) were successively added thereto and shaked at 25° C. for 15 hrs. After the reaction was completed, the reaction mixture was subjected to filtration and repeatedly washed with DMF, DCM, DCM/MeOH and MeOH, to obtain a solid resin (... The reactants are C(CCC)C1=NN(C(=C1CC1=C(C=C(C=C1)C1=C(C=CC=C1)S(N)(=O)=O)F)C#N)C1=C(C=CC(=C1)C(=O)OCC)C(F)(F)F (3-n-Butyl-1-[5-(ethoxycarbonyl)-2-(trifluoromethyl)phenyl]-4-[(3-fluoro-2'-sulfamoylbiphenyl-4-yl)methyl]-1H-pyrazole-5-carbonitrile). The solvent is C(CCC)N (n-butylamine). Product: C(CCC)C1=NN(C(=C1CC1=C(C=C(C=C1)C1=C(C=CC=C1)S(N)(=O)=O)F)C#N)C1=C(C=CC(=C1)C(NCCCC)=O)C(F)(F)F (3-n-Butyl-1-[5-(N-n-butylcarbamoyl)-2-(trifluoromethyl)phenyl]-4-[(3-fluoro-2'-sulfamoylbiphenyl-4-yl)methyl]-1H-pyrazole-5-carbonitrile). As a reaction SMILES: [CH2:1]([C:5]1[C:9]([CH2:10][C:11]2[CH:16]=[CH:15][C:14]([C:17]3[CH:22]=[CH:21][CH:20]=[CH:19][C:18]=3[S:23](=[O:26])(=[O:25])[NH2:24])=[CH:13][C:12]=2[F:27])=[C:8]([C:28]#[N:29])[N:7]([C:30]2[CH:35]=[C:34]([C:36](OCC)=[O:37])[CH:33]=[CH:32][C:31]=2[C:41]([F:44])([F:43])[F:42])[N:6]=1)[CH2:2][CH2:3][CH3:4]>C(N)CCC>[CH2:1]([C:5]1[C:9]([CH2:10][C:11]2[CH:16]=[CH:15][C:14]([C:17]3[CH:22]=[CH:21][CH:20]=[CH:19][C:18]=3[S:23](=[O:25])(=[O:26])[NH2:24])=[CH:13][C:12]=2[F:27])=[C:8]([C:28]#[N:29])[N:7]([C:30]2[CH:35]=[C:34]([C:36](=[O:37])[NH:6][CH2:5][CH2:1][CH2:2][CH3:3])[CH:33]=[CH:32][C:31]=2[C:41]([F:42])([F:44])[F:43])[N:6]=1)[CH2:2][CH2:3][CH3:4]. Procedure details: A solution of 3-n-butyl-1-[5-(ethoxycarbonyl)-2-(trifluoromethyl)phenyl]-4-[(3-fluoro-2'-sulfamoylbiphenyl-4-yl)methyl]-1H-pyrazole-5-carbonitrile (from Step K) in n-butylamine (approximately 10 mL of amine per mmole of ester) is heated in a sealed tube at 120° C. overnight. Volatiles are removed by evaporation, and the residue is chromatographed on silica gel (elution with CH2Cl2 --MeOH) to provide the title compound. Starting materials: C(C)OC(=O)[C@@H]1[C@H](C1)[C@@](C(CO)(F)F)(C)N ((1S,2S)-2-((R)-1-amino-2,2-difluoro-3-hydroxy-1-methyl-propyl)-cyclopropane-carboxylic acid ethyl ester), N#CBr (cyanogen bromide). Yields the product C(C)OC(=O)[C@@H]1[C@H](C1)[C@]1(N=C(OCC1(F)F)N)C ((1S,2S)-2-((R)-2-amino-5,5-difluoro-4-methyl-5,6-dihydro-4H-[1,3]oxazin-4-yl)-cyclopropanecarboxylic acid ethyl ester). Isolated yield 61.0%. Reaction SMILES: [CH2:1]([O:3][C:4]([C@H:6]1[CH2:8][C@@H:7]1[C@:9]([NH2:16])([CH3:15])[C:10]([F:14])([F:13])[CH2:11][OH:12])=[O:5])[CH3:2].[N:17]#[C:18]Br>>[CH2:1]([O:3][C:4]([C@H:6]1[CH2:8][C@@H:7]1[C@:9]1([CH3:15])[C:10]([F:14])([F:13])[CH2:11][O:12][C:18]([NH2:17])=[N:16]1)=[O:5])[CH3:2]. Procedure: Starting from (1S,2S)-2-((R)-1-amino-2,2-difluoro-3-hydroxy-1-methyl-propyl)-cyclopropane-carboxylic acid ethyl ester (intermediate J5.3) the cyclization with cyanogen bromide yielded the (1S,2S)-2-((R)-2-amino-5,5-difluoro-4-methyl-5,6-dihydro-4H-[1,3]oxazin-4-yl)-cyclopropanecarboxylic acid ethyl ester (61% yield) as a white solid. MS (ISP): m/z=263.2 [M+H]+.